Dataset: the Open Reaction Database (ORD), a public repository of structured organic reaction records. Task: describe an organic reaction: reactants, conditions, products, and yield The reactants are CS(=O)(=O)N1CCC(CC1)S(=O)(=O)C(C(=O)NC1=CC(=NO1)C(C)([C@H](C)OC1OCCCC1)C)(C)C (2-(1-methanesulfonylpiperidine-4-sulfonyl)-2-methyl-N-{3-[(3S)-2-methyl-3-(oxan-2-yloxy)butan-2-yl]-1,2-oxazol-5-yl}propanamide), CC=1C=CC(=CC1)S(=O)(=O)O (TsOH). The solvent is O1CCOCC1.O (dioxane water). Yields the product O[C@H](C(C)(C)C1=NOC(=C1)NC(C(C)(C)S(=O)(=O)C1CCN(CC1)S(=O)(=O)C)=O)C (N-{3-[(3S)-3-hydroxy-2-methylbutan-2-yl]-1,2-oxazol-5-yl}-2-(1-methanesulfonylpiperidine-4-sulfonyl)-2-methylpropanamide). Isolated yield 100.0%. RXN SMILES: [CH3:1][S:2]([N:5]1[CH2:10][CH2:9][CH:8]([S:11]([C:14]([CH3:36])([CH3:35])[C:15]([NH:17][C:18]2[O:22][N:21]=[C:20]([C:23]([CH3:34])([C@@H:25]([O:27]C3CCCCO3)[CH3:26])[CH3:24])[CH:19]=2)=[O:16])(=[O:13])=[O:12])[CH2:7][CH2:6]1)(=[O:4])=[O:3].CC1C=CC(S(O)(=O)=O)=CC=1>O1CCOCC1.O>[OH:27][C@@H:25]([CH3:26])[C:23]([C:20]1[CH:19]=[C:18]([NH:17][C:15](=[O:16])[C:14]([S:11]([CH:8]2[CH2:7][CH2:6][N:5]([S:2]([CH3:1])(=[O:3])=[O:4])[CH2:10][CH2:9]2)(=[O:12])=[O:13])([CH3:36])[CH3:35])[O:22][N:21]=1)([CH3:34])[CH3:24] |f:2.3|. Reported procedure: A solution of 192 mg (0.35 mmol) of 2-(1-methanesulfonylpiperidine-4-sulfonyl)-2-methyl-N-{3-[(3S)-2-methyl-3-(oxan-2-yloxy)butan-2-yl]-1,2-oxazol-5-yl}propanamide in DCM/methanol (1/1, 4 mL) is treated with 241 mg (1.40 mmol) of MP-TsOH resin (loading 3.3 mmol/g) at room temperature for 18 h. The resin is removed by filtration and washed alternating with DCM and methanol. The combined filtrates are concentrated under reduced pressure and the resulting residue is purified by column chromatograph... The reactants are S(O)(O)(=O)=O (sulfuric acid), BrC1=C(C(=O)OC)C=CC(=C1)[N+](=O)[O-] (methyl 2-bromo-4-nitrobenzoate), S(O)(O)(=O)=O (sulfuric acid), NC1=CC(=C(C(=O)OC)C=C1)Br (methyl 4-amino-2-bromobenzoate), NC1=CC=CC=C1 (aniline), NC1=CC(=C(C(=O)OC)C=C1)Br (methyl 4-amino-2-bromobenzoate), N(=O)[O-].[Na+] (NaNO2). Solvent: O (H2O), O (H2O), O (H2O). Run at temperature 90 celsius, time 5 hour. Product: BrC1=C(C(=O)OC)C=CC(=C1)O (Methyl 2-bromo-4-hydroxybenzoate). As a reaction SMILES: [Br:1][C:2]1[CH:11]=[C:10]([N+]([O-])=O)[CH:9]=[CH:8][C:3]=1[C:4]([O:6][CH3:7])=[O:5].NC1C=CC=CC=1.NC1C=CC(C(OC)=[O:28])=C(Br)C=1.S(=O)(=O)(O)O.N([O-])=O.[Na+]>O>[Br:1][C:2]1[CH:11]=[C:10]([OH:28])[CH:9]=[CH:8][C:3]=1[C:4]([O:6][CH3:7])=[O:5] |f:4.5|. Procedure details: 2-Bromo-4-nitrobenzoic acid (6.2 g, 25.3 mmol) was dissolved in MeOH (120 mL), and SOCl2 (5.5 mL, 75.9 mmol) was added dropwise at 0° C. The reaction mixture was refluxed for 6 h. The reaction solvent was concentrated to dryness. Residual SOCl2 was removed by co-evaporation with CH2Cl2 (×3). The solid was dried under vacuum to afford methyl 2-bromo-4-nitrobenzoate in 99.5% (6.52 g) yield as a light yellow solid. 1H-NMR (CDCl3, 400 MHz) δ 8.50 (1H, s, Ar), 8.21 (1H, d, J=8.4 Hz, Ar), 7.91 (1H, d,... The reactants are C1CCNC1, CC(=O)O, O=c1[nH]nc2n1-c1ccc(Cl)nc1C(c1ccccc1Cl)=NC2, O. Product: O=c1[nH]nc2n1-c1ccc(N3CCCC3)nc1C(c1ccccc1Cl)=NC2. As a reaction SMILES: [CH2:24]1[CH2:25][CH2:26][NH:27][CH2:28]1.[CH3:30][C:31](=[O:32])[OH:33].[O:1]=[c:2]1[nH:3][n:4][c:5]2[n:6]1-[c:7]1[c:8]([n:19][c:20]([Cl:23])[cH:21][cH:22]1)[C:9]([c:12]1[c:13]([Cl:18])[cH:14][cH:15][cH:16][cH:17]1)=[N:10][CH2:11]2.[OH2:29]>>[O:1]=[c:2]1[nH:3][n:4][c:5]2[n:6]1-[c:7]1[c:8]([n:19][c:20]([N:27]3[CH2:26][CH2:25][CH2:24][CH2:28]3)[cH:21][cH:22]1)[C:9]([c:12]1[c:13]([Cl:18])[cH:14][cH:15][cH:16][cH:17]1)=[N:10][CH2:11]2. The reactants are NCCNC=1C(=NC=CC1)C(=O)OC (methyl 3-[(2-aminoethyl)amino]pyridine-2-carboxylate), N1=CC=CC=C1 (pyridine), C(C1=CC=CC=C1)OC(=O)ON1C(CCC1=O)=O (1-{[(benzyloxy)carbonyl]oxy}pyrrolidine-2,5-dione). Run in C(Cl)(Cl)Cl (CHCl3). The product is C(C1=CC=CC=C1)OC(=O)NCCNC=1C(=NC=CC1)C(=O)OC (methyl 3-[(2-{[(benzyloxy)carbonyl]amino}ethyl)amino]pyridine-2-carboxylate). Reaction SMILES: [NH2:1][CH2:2][CH2:3][NH:4][C:5]1[C:6]([C:11]([O:13][CH3:14])=[O:12])=[N:7][CH:8]=[CH:9][CH:10]=1.N1C=CC=CC=1.[CH2:21]([O:28][C:29](ON1C(=O)CCC1=O)=[O:30])[C:22]1[CH:27]=[CH:26][CH:25]=[CH:24][CH:23]=1>C(Cl)(Cl)Cl>[CH2:21]([O:28][C:29]([NH:1][CH2:2][CH2:3][NH:4][C:5]1[C:6]([C:11]([O:13][CH3:14])=[O:12])=[N:7][CH:8]=[CH:9][CH:10]=1)=[O:30])[C:22]1[CH:27]=[CH:26][CH:25]=[CH:24][CH:23]=1. Procedure details: A solution of methyl 3-[(2-aminoethyl)amino]pyridine-2-carboxylate (3.9 g, 18.6 mmol) in CHCl3 (25 mL) was treated with pyridine (3 mL, 37.3 mmol) then 1-{[(benzyloxy)carbonyl]oxy}pyrrolidine-2,5-dione (Aldrich, 5.57 g, 22.3 mmol) for ½ hr. The reaction was quenched with water and extracted three times with CHCl3. The organic layer was dried with Na2SO4, filtered and evaporated to give an oil. The crude was purified on silical gel using an ISCO normal phase system and eluting with a gradient of ... The reactants are CC(C)(C)OC(=O)NCCN, CS(C)=O, CCOC(C)=O, CCN(C(C)C)C(C)C, CC(C)(C)OC(=O)Nc1nc(Cl)ccc1C(=O)C(F)(F)F, O. Yields the product CC(C)(C)OC(=O)NCCNc1ccc(C(=O)C(F)(F)F)c(NC(=O)OC(C)(C)C)n1. Reaction SMILES: [C:22](=[O:23])([O:24][C:25]([CH3:26])([CH3:27])[CH3:28])[NH:29][CH2:30][CH2:31][NH2:32].[CH3:42][S:43]([CH3:44])=[O:45].[CH3:46][CH2:47][O:48][C:49](=[O:50])[CH3:51].[CH:33]([N:34]([CH2:35][CH3:36])[CH:37]([CH3:38])[CH3:39])([CH3:40])[CH3:41].[Cl:1][c:2]1[cH:3][cH:4][c:5]([C:16]([C:17]([F:18])([F:19])[F:20])=[O:21])[c:6]([NH:8][C:9]([O:10][C:11]([CH3:12])([CH3:13])[CH3:14])=[O:15])[n:7]1.[OH2:52]>>[c:2]1([NH:32][CH2:31][CH2:30][NH:29][C:22](=[O:23])[O:24][C:25]([CH3:26])([CH3:27])[CH3:28])[cH:3][cH:4][c:5]([C:16]([C:17]([F:18])([F:19])[F:20])=[O:21])[c:6]([NH:8][C:9]([O:10][C:11]([CH3:12])([CH3:13])[CH3:14])=[O:15])[n:7]1. Reactants: COC=1N=C2C(=CC=NC2=CC1)CCC1(CCC2(OCCO2)CC1)O (8-[2-(6-methoxy-[1,5]naphthyridin-4-yl)ethyl]-1,4-dioxa-spiro[4.5]decan-8-ol). Solvent: C1CCOC1.O.CC(=O)O (THF H2O AcOH). Yields the product OC1(CCC(CC1)=O)CCC1=CC=NC2=CC=C(N=C12)OC (4-Hydroxy-4-[2-(6-methoxy-[1,5]naphthyridin-4-yl)ethyl]-cyclohexanone). Reaction SMILES: [CH3:1][O:2][C:3]1[N:4]=[C:5]2[C:10](=[CH:11][CH:12]=1)[N:9]=[CH:8][CH:7]=[C:6]2[CH2:13][CH2:14][C:15]1([OH:25])[CH2:24][CH2:23][C:18]2(OCC[O:19]2)[CH2:17][CH2:16]1>C1COCC1.O.CC(O)=O>[OH:25][C:15]1([CH2:14][CH2:13][C:6]2[C:5]3[C:10](=[CH:11][CH:12]=[C:3]([O:2][CH3:1])[N:4]=3)[N:9]=[CH:8][CH:7]=2)[CH2:24][CH2:23][C:18](=[O:19])[CH2:17][CH2:16]1 |f:1.2.3|. Procedure: A solution of 8-[2-(6-methoxy-[1,5]naphthyridin-4-yl)ethyl]-1,4-dioxa-spiro[4.5]decan-8-ol (960 mg, 2.79 mmol) in THF/H2O/AcOH (2:2:3, 22 ml) was stirred overnight at 65° C. The reaction mixture was concentrated and purified by chromatography on silica gel (EtOAc). Reactants: NC1=C(C(=O)C2=C(C=CC=C2)F)C=C(C=C1)Cl (2-amino-5-chloro-2'-fluorobenzophenone), O.NN (hydrazine hydrate). Run in C(COCCO)O (diethylene glycol). Product: NC1=C(C(C2=C(C=CC=C2)F)=NN)C=C(C=C1)Cl (2-amino-5-chloro-2'Fluorobenzophenone hydrazone). Reaction SMILES: [NH2:1][C:2]1[CH:16]=[CH:15][C:14]([Cl:17])=[CH:13][C:3]=1[C:4]([C:6]1[CH:11]=[CH:10][CH:9]=[CH:8][C:7]=1[F:12])=O.O.[NH2:19][NH2:20]>C(O)COCCO>[NH2:1][C:2]1[CH:16]=[CH:15][C:14]([Cl:17])=[CH:13][C:3]=1[C:4](=[N:19][NH2:20])[C:6]1[CH:11]=[CH:10][CH:9]=[CH:8][C:7]=1[F:12] |f:1.2|. Reported procedure: In the manner given in Preparation 1, 2-amino-5-chloro-2'-fluorobenzophenone is refluxed with hydrazine hydrate in diethylene glycol to give 2-amino-5-chloro-2'Fluorobenzophenone hydrazone. The reactants are Br[Si](C)(C)C (Bromotrimethylsilane), C(C1=CC=CC=C1)O[C@@H]1[C@H](O[C@H]([C@H]([C@H]1OCC1=CC=CC=C1)OCC1=CC=CC=C1)C)CP(OCC)(OCC)=O (diethyl (((2S,3S,4R,5R,6S)-3,4,5-tris(benzyloxy)-6-methyltetrahydro-2H-pyran-2-yl)methyl)phosphonate). Yields the product C(C1=CC=CC=C1)O[C@@H]1[C@H](O[C@H]([C@H]([C@H]1OCC1=CC=CC=C1)OCC1=CC=CC=C1)C)CP(O)(O)=O ((((2S,3S,4R,5R,6S)-3,4,5-tris(benzyloxy)-6-methyltetrahydro-2H-pyran-2-yl)methyl)phosphonic acid). Reaction SMILES: Br[Si](C)(C)C.[CH2:6]([O:13][C@H:14]1[C@H:19]([O:20][CH2:21][C:22]2[CH:27]=[CH:26][CH:25]=[CH:24][CH:23]=2)[C@H:18]([O:28][CH2:29][C:30]2[CH:35]=[CH:34][CH:33]=[CH:32][CH:31]=2)[C@H:17]([CH3:36])[O:16][C@@H:15]1[CH2:37][P:38](=[O:45])([O:42]CC)[O:39]CC)[C:7]1[CH:12]=[CH:11][CH:10]=[CH:9][CH:8]=1>C(Cl)Cl>[CH2:6]([O:13][C@H:14]1[C@H:19]([O:20][CH2:21][C:22]2[CH:27]=[CH:26][CH:25]=[CH:24][CH:23]=2)[C@H:18]([O:28][CH2:29][C:30]2[CH:31]=[CH:32][CH:33]=[CH:34][CH:35]=2)[C@H:17]([CH3:36])[O:16][C@@H:15]1[CH2:37][P:38](=[O:39])([OH:42])[OH:45])[C:7]1[CH:8]=[CH:9][CH:10]=[CH:11][CH:12]=1. Procedure details: Bromotrimethylsilane (0.255 mL, 1.93 mmol, commercially available from Sigma Aldrich) was added dropwise to a stirred solution of diethyl (((2S,3S,4R,5R,6S)-3,4,5-tris(benzyloxy)-6-methyltetrahydro-2H-pyran-2-yl)methyl)phosphonate (0.110 g, 0.193 mmol) in DCM (6 mL) at 0° C. The cooling bath was removed, and the reaction mixture was allowed to warm to room temperature and stir for 21 h. The reaction mixture was concentrated in vacuo. The resulting residue was dissolved in MeOH and stirred for 2 ... Reaction conditions: time 21 hour. Isolated yield 104.1%. Run in C(Cl)Cl (DCM). Reactants: C1(=CC=CC=C1)N1N=C(C=C1C1=CC=C(C=C1)C)CCC=O (3-(1-phenyl-5-p-tolyl-1H-pyrazol-3-yl)propanal), [BH-](OC(=O)C)(OC(=O)C)OC(=O)C.[Na+] (NaBH(OAc)3), ClC=1C=C(C=CC1Cl)N1CCNCC1 (1-(3,4-dichlorophenyl)piperazine), CCN(C(C)C)C(C)C (DIPEA). The product is ClC=1C=C(C=CC1Cl)N1CCN(CC1)CCCC1=NN(C(=C1)C1=CC=C(C=C1)C)C1=CC=CC=C1 (1-(3,4-dichlorophenyl)-4-(3-(1-phenyl-5-p-tolyl-1H-pyrazol-3-yl)propyl)piperazine). Reaction SMILES: [C:1]1([N:7]2[C:11]([C:12]3[CH:17]=[CH:16][C:15]([CH3:18])=[CH:14][CH:13]=3)=[CH:10][C:9]([CH2:19][CH2:20][CH:21]=O)=[N:8]2)[CH:6]=[CH:5][CH:4]=[CH:3][CH:2]=1.[Cl:23][C:24]1[CH:25]=[C:26]([N:31]2[CH2:36][CH2:35][NH:34][CH2:33][CH2:32]2)[CH:27]=[CH:28][C:29]=1[Cl:30].CCN(C(C)C)C(C)C.[BH-](OC(C)=O)(OC(C)=O)OC(C)=O.[Na+]>>[Cl:23][C:24]1[CH:25]=[C:26]([N:31]2[CH2:36][CH2:35][N:34]([CH2:21][CH2:20][CH2:19][C:9]3[CH:10]=[C:11]([C:12]4[CH:17]=[CH:16][C:15]([CH3:18])=[CH:14][CH:13]=4)[N:7]([C:1]4[CH:6]=[CH:5][CH:4]=[CH:3][CH:2]=4)[N:8]=3)[CH2:33][CH2:32]2)[CH:27]=[CH:28][C:29]=1[Cl:30] |f:3.4|. Procedure: 114 mg (76%) of target compound was obtained by using a method same as in Example 1 by using 3-(1-phenyl-5-p-tolyl-1H-pyrazol-3-yl)propanal (80 mg, 0.276 mmol), 1-(3,4-dichlorophenyl)piperazine (64 mg, 0.276 mmol), DIPEA (0.072 mL, 0.414 mmol) and NaBH(OAc)3 (175 mg, 0.828 mmol). Reactants: C(CCC)[Li] (n-Butyllithium), S1C=CC=2C=NC=CC21 (thieno[3,2-c]pyridine), CN(C(C)=O)OC (N-methyl-N-methoxyacetamide). Run in O1CCCC1 (THF), O1CCCC1 (THF). Run at temperature -45 celsius, time 45 minute. The product is S1C(=CC=2C=NC=CC21)C(C)=O (1-(thieno[3,2-c]pyridin-2-yl)ethanone). Reaction SMILES: [S:1]1[C:9]2[CH:8]=[CH:7][N:6]=[CH:5][C:4]=2[CH:3]=[CH:2]1.C([Li])CCC.CN(OC)[C:17](=[O:19])[CH3:18]>O1CCCC1>[S:1]1[C:9]2[CH:8]=[CH:7][N:6]=[CH:5][C:4]=2[CH:3]=[C:2]1[C:17](=[O:19])[CH3:18]. Reported procedure: A solution of thieno[3,2-c]pyridine (5.0 g) in 75 mL THF (tetrahydrofuran) was cooled to −45° C. in a CH3CN/dry ice bath. n-Butyllithium (1.6M in hexanes) (35.0 ml) was added dropwise maintaining the internal temperature at or below −40° C. The addition took about 45 minutes. The reaction was stirred for 1 hour at −45° C. N-methyl-N-methoxyacetamide in 5 mL THF was added and as a result the reaction warmed to −30° C. The reaction was stirred at −45° C. for 1.5 hours. The reaction was quenched wi...